From a dataset of the Open Reaction Database (ORD), a public repository of structured organic reaction records. describe an organic reaction: reactants, conditions, products, and yield The reactants are C1(CCCCCCC1)=C(C1=CC=C(C=C1)/C=C/C(=O)OC(C)(C)C)C1=CC=C(C=C1)O (tert-Butyl (2E)-3-{4-[cyclooctylidene(4-hydroxyphenyl)methyl]phenyl}prop-2-enoate). Reaction conditions: time 4 hour. The solvent is C(Cl)Cl (methylene chloride), FC(C(=O)O)(F)F (trifluoroacetic acid). Reported procedure: tert-Butyl (2E)-3-{4-[cyclooctylidene(4-hydroxyphenyl)methyl]phenyl}prop-2-enoate (50) (0.0586 g, 0.140 mmole) was dissolved in methylene chloride (1 mL) and trifluoroacetic acid (1 mL). The solution was stirred at RT for 4 h, then was concentrated. The residue was recrystallized from EtOAc to provide compound 51 (0.013 g, 25%) as a white solid. 1H NMR (DMSO-d6): δ 12.32 (s, 1H), 9.27 (s, 1H), 7.58 (d, J=8.1 Hz, 2H), 7.51 (d, J=16.1 Hz, 1H), 7.14 (d, J=8.1 Hz, 2H), 6.92 (d, J=8.4 Hz, 2H), 6.66 (... The yield is 25.6%. Yields the product C1(CCCCCCC1)=C(C1=CC=C(C=C1)/C=C/C(=O)O)C1=CC=C(C=C1)O ((2E)-3-{4-[Cyclooctylidene(4-hydroxyphenyl)methyl]phenyl}prop-2-enoic acid). As a reaction SMILES: [C:1]1(=[C:9]([C:25]2[CH:30]=[CH:29][C:28]([OH:31])=[CH:27][CH:26]=2)[C:10]2[CH:15]=[CH:14][C:13](/[CH:16]=[CH:17]/[C:18]([O:20]C(C)(C)C)=[O:19])=[CH:12][CH:11]=2)[CH2:8][CH2:7][CH2:6][CH2:5][CH2:4][CH2:3][CH2:2]1>C(Cl)Cl.FC(F)(F)C(O)=O>[C:1]1(=[C:9]([C:25]2[CH:30]=[CH:29][C:28]([OH:31])=[CH:27][CH:26]=2)[C:10]2[CH:15]=[CH:14][C:13](/[CH:16]=[CH:17]/[C:18]([OH:20])=[O:19])=[CH:12][CH:11]=2)[CH2:8][CH2:7][CH2:6][CH2:5][CH2:4][CH2:3][CH2:2]1. Reactants: O=C([O-])[O-], COS(=O)(=O)OC, CC#N, [K+], [K+], N#Cc1ccc(O)c([N+](=O)[O-])c1. The product is COc1ccc(C#N)cc1[N+](=O)[O-]. RXN SMILES: [C:13](=[O:14])([O-:15])[O-:16].[CH3:19][O:20][S:21]([O:22][CH3:23])(=[O:24])=[O:25].[CH3:26][C:27]#[N:28].[K+:17].[K+:18].[OH:1][c:2]1[c:3]([N+:10](=[O:11])[O-:12])[cH:4][c:5]([C:6]#[N:7])[cH:8][cH:9]1>>[O:1]([c:2]1[c:3]([N+:10](=[O:11])[O-:12])[cH:4][c:5]([C:6]#[N:7])[cH:8][cH:9]1)[CH3:13]. Starting materials: C(C=C)OC1=CC2=C(SCCO2)C(=C1)C (7-(allyloxy)-5-methyl-2,3-dihydro-1,4-benzoxathiine), [BH4-].[Na+] (sodium borohydride). Reagents/catalysts: C1(=CC=CC=C1)P(C1=CC=CC=C1)C1=CC=CC=C1.C1(=CC=CC=C1)P(C1=CC=CC=C1)C1=CC=CC=C1.C1(=CC=CC=C1)P(C1=CC=CC=C1)C1=CC=CC=C1.C1(=CC=CC=C1)P(C1=CC=CC=C1)C1=CC=CC=C1.[Pd] (palladium tetrakis(triphenylphosphine)). Solvent: C1CCOC1 (THF), C1CCOC1 (THF). Conditions: temperature 40 celsius. The product is CC1=CC(=CC2=C1SCCO2)O (5-Methyl-2,3-dihydro-1,4-benzoxathiin-7-ol). RXN SMILES: C([O:4][C:5]1[CH:14]=[C:13]([CH3:15])[C:8]2[S:9][CH2:10][CH2:11][O:12][C:7]=2[CH:6]=1)C=C.[BH4-].[Na+]>C1COCC1.C1(P(C2C=CC=CC=2)C2C=CC=CC=2)C=CC=CC=1.C1(P(C2C=CC=CC=2)C2C=CC=CC=2)C=CC=CC=1.C1(P(C2C=CC=CC=2)C2C=CC=CC=2)C=CC=CC=1.C1(P(C2C=CC=CC=2)C2C=CC=CC=2)C=CC=CC=1.[Pd]>[CH3:15][C:13]1[C:8]2[S:9][CH2:10][CH2:11][O:12][C:7]=2[CH:6]=[C:5]([OH:4])[CH:14]=1 |f:1.2,4.5.6.7.8|. Procedure: The allyl ether from stage (i) (1.40 g, 6.3 mmol) was dissolved in THF (63 mL) and treated with sodium borohydride (1.19 g, 31.5 mmol) followed by palladium tetrakis(triphenylphosphine) (730 mg, 0.63 mmol), and the mixture was heated to 40° C. overnight. After cooling to room temperature the THF was evaporated and the residue was partitioned between 2M NaOH (25 mL) and diethyl ether (25 mL). The aqueous layer was separated and the organic layer re-extracted with 2M NaOH (25 mL). The combined aqu... The reactants are C1(=CC=CC=C1)N(C1=CC=C(C=C1)C1=CC=C(N)C=C1)C=1C=C(C=CC1)C (N-phenyl-N-m-tolyl benzidine), IC1=CC=C(C=C1)C1=CC=C(C=C1)N(C=1C=C(C=CC1)C)C1=CC=CC=C1 (4'-iodo-N-phenyl-N-m-tolyl-4-aminobiphenyl), N1=CC=CC2=CC=C3C=CC=NC3=C12 (1,10-phenanthroline), cuprous chloride, [OH-].[K+] (potassium hydroxide). Run in C=1(C(=CC=CC1)C)C (xylene). Run at time 6 hour. Product: C1(=CC=CC=C1)N(C1=CC=C(C=C1)C1=CC=C(C=C1)N(C1=CC=C(C=C1)C1=CC=C(C=C1)N(C1=CC=CC=C1)C=1C=C(C=CC1)C)C1=CC=C(C=C1)C1=CC=C(C=C1)N(C1=CC=CC=C1)C=1C=C(C=CC1)C)C=1C=C(C=CC1)C (Tris[4'-(phenyl-m-tolylamino)-1,1'-biphenyl-4-yl]amine). Reaction SMILES: [C:1]1([N:7]([C:21]2[CH:22]=[C:23]([CH3:27])[CH:24]=[CH:25][CH:26]=2)[C:8]2[CH:13]=[CH:12][C:11]([C:14]3[CH:20]=[CH:19][C:17]([NH2:18])=[CH:16][CH:15]=3)=[CH:10][CH:9]=2)[CH:6]=[CH:5][CH:4]=[CH:3][CH:2]=1.I[C:29]1[CH:34]=[CH:33][C:32]([C:35]2[CH:40]=[CH:39][C:38]([N:41]([C:49]3[CH:54]=[CH:53][CH:52]=[CH:51][CH:50]=3)[C:42]3[CH:43]=[C:44]([CH3:48])[CH:45]=[CH:46][CH:47]=3)=[CH:37][CH:36]=2)=[CH:31][CH:30]=1.N1[C:68]2[C:59](=[CH:60][CH:61]=[C:62]3[C:67]=2[N:66]=[CH:65][CH:64]=[CH:63]3)[CH:58]=CC=1.[OH-].[K+]>C1(C)C(C)=CC=CC=1>[C:1]1([N:7]([C:21]2[CH:22]=[C:23]([CH3:27])[CH:24]=[CH:25][CH:26]=2)[C:8]2[CH:9]=[CH:10][C:11]([C:14]3[CH:20]=[CH:19][C:17]([N:18]([C:17]4[CH:19]=[CH:20][C:14]([C:11]5[CH:12]=[CH:13][C:8]([N:66]([C:67]6[CH:68]=[C:59]([CH3:58])[CH:60]=[CH:61][CH:62]=6)[C:65]6[CH:64]=[CH:63][CH:6]=[CH:1][CH:2]=6)=[CH:9][CH:10]=5)=[CH:15][CH:16]=4)[C:29]4[CH:34]=[CH:33][C:32]([C:35]5[CH:40]=[CH:39][C:38]([N:41]([C:42]6[CH:43]=[C:44]([CH3:48])[CH:45]=[CH:46][CH:47]=6)[C:49]6[CH:54]=[CH:53][CH:52]=[CH:51][CH:50]=6)=[CH:37][CH:36]=5)=[CH:31][CH:30]=4)=[CH:16][CH:15]=3)=[CH:12][CH:13]=2)[CH:6]=[CH:5][CH:4]=[CH:3][CH:2]=1 |f:3.4|. Reported procedure: A 250 milliliter 3-necked round bottom flask equipped with a mechanical stirrer, reflux condenser, and argon inlet was purged with argon and then charged with N-phenyl-N-m-tolyl benzidine (8.0 grams, 0.023 mol), 4'-iodo-N-phenyl-N-m-tolyl-4-aminobiphenyl (17.5 grams, 0.038 mol), xylene (15 milliliters), 1,10-phenanthroline (0.34 gram, 1.9 mmol), cuprous chloride (0.188 gram, 1.9 mmol), and potassium hydroxide flakes (17.06 grams, 0.3 mol). Under an argon atmosphere, the reaction mixture was heat... The reactants are [Cl-].[Na+] (sodium chloride), O.[OH-].[Li+] (lithium hydroxide monohydrate), COC(C(CC(C)C)OCC1=CC=C(C=C1)C1=CC=CC=C1)=O (2-(biphenyl-4-ylmethoxy)-4-methyl-pentanoic acid methyl ester). Solvent: O (water), O1CCCC1.CO (tetrahydrofuran methanol). Run at time 16 hour. The product is C1(=CC=C(C=C1)COC(C(=O)O)CC(C)C)C1=CC=CC=C1 (2-(biphenyl-4-ylmethoxy)-4-methyl-pentanoic acid). The yield is 45.7%. As a reaction SMILES: O.[OH-].[Li+].C[O:5][C:6](=[O:26])[CH:7]([O:12][CH2:13][C:14]1[CH:19]=[CH:18][C:17]([C:20]2[CH:25]=[CH:24][CH:23]=[CH:22][CH:21]=2)=[CH:16][CH:15]=1)[CH2:8][CH:9]([CH3:11])[CH3:10].[Cl-].[Na+]>O.O1CCCC1.CO>[C:17]1([C:20]2[CH:21]=[CH:22][CH:23]=[CH:24][CH:25]=2)[CH:18]=[CH:19][C:14]([CH2:13][O:12][CH:7]([CH2:8][CH:9]([CH3:11])[CH3:10])[C:6]([OH:26])=[O:5])=[CH:15][CH:16]=1 |f:0.1.2,4.5,7.8|. Procedure details: A solution of lithium hydroxide monohydrate (0.0443 g, 1.056 mmol) in water (3 ml) was added drop-wise over 1 minute to a solution of 2-(biphenyl-4-ylmethoxy)-4-methyl-pentanoic acid methyl ester (0.11 g, 0.3521 mmol) in tetrahydrofuran:methanol 2:1 (15 ml) at 0° C. The mixture was stirred at ambient temperature for 16 hours then poured into saturated aqueous sodium chloride solution (10 ml). The aqueous layer was extracted with diethyl ether (2×10 ml) which was discarded. The aqueous layer was ... Starting materials: [Li], N#Cc1ccc([N+](=O)[O-])cc1C#N, [Na]. Yields the product N#Cc1ccccc1C#N. RXN SMILES: [Li:15].[N+:1]([O-:2])(=[O:3])[c:4]1[cH:5][c:6]([C:12]#[N:13])[c:7]([C:8]#[N:9])[cH:10][cH:11]1.[Na:14]>>[cH:4]1[cH:5][c:6]([C:12]#[N:13])[c:7]([C:8]#[N:9])[cH:10][cH:11]1. Reactants: C(#N)CN1C(=C(C2=CC(=CC=C12)Cl)C1=CC=CC=C1)C(=O)OCC (ethyl 1-cyanomethyl-3-phenyl-5-chloroindole-2-carboxylate), Cl (hydrochloric acid), [H][H] (hydrogen). Reagents/catalysts: [Pt](=O)=O (platinum dioxide). Solvent: C(C)O (ethanol). Yields the product NCCN1C(=C(C2=CC(=CC=C12)Cl)C1=CC=CC=C1)C(=O)OCC (Ethyl 1-(2-aminoethyl)-3-phenyl-5-chloroindole-2-carboxylate). As a reaction SMILES: [C:1]([CH2:3][N:4]1[C:12]2[C:7](=[CH:8][C:9]([Cl:13])=[CH:10][CH:11]=2)[C:6]([C:14]2[CH:19]=[CH:18][CH:17]=[CH:16][CH:15]=2)=[C:5]1[C:20]([O:22][CH2:23][CH3:24])=[O:21])#[N:2].Cl.[H][H]>C(O)C.[Pt](=O)=O>[NH2:2][CH2:1][CH2:3][N:4]1[C:12]2[C:7](=[CH:8][C:9]([Cl:13])=[CH:10][CH:11]=2)[C:6]([C:14]2[CH:19]=[CH:18][CH:17]=[CH:16][CH:15]=2)=[C:5]1[C:20]([O:22][CH2:23][CH3:24])=[O:21]. Procedure details: A suspension of ethyl 1-cyanomethyl-3-phenyl-5-chloroindole-2-carboxylate (12 grams, 0.035 mole), and 0.15 grams of platinum dioxide in 200 ml absolute ethanol containing 45 ml of concentrated hydrochloric acid is shaken with hydrogen at 45 psi and 45° C, in a standard Parr apparatus. Hydrogenation is stopped after 5.5 lbs. of pressure drop is observed. After removal of catalyst by filtration the filtrate is taken to dryness under reduced pressure. The solid is stirred with water and refiltered ... Starting materials: [Si](C)(C)(C(C)(C)C)O[C@H]1C=C[C@H](C1)O ((+/-)-cis-4-tert-butyldimethylsilyloxy-2-cyclopentenol), [H][H] (hydrogen). Solvent: CO (methanol), CO (methanol). Conditions: time 18.5 hour. Product: [Si](C)(C)(C(C)(C)C)O[C@H]1C[C@H](CC1)O ((+/-)-cis-3-tert-butyldimethylsilyloxycyclopentanol). The yield is 92.0%. RXN SMILES: [Si:1]([O:8][C@@H:9]1[CH2:13][C@H:12]([OH:14])[CH:11]=[CH:10]1)([C:4]([CH3:7])([CH3:6])[CH3:5])([CH3:3])[CH3:2].[H][H]>CO>[Si:1]([O:8][C@@H:9]1[CH2:10][CH2:11][C@H:12]([OH:14])[CH2:13]1)([C:4]([CH3:7])([CH3:6])[CH3:5])([CH3:3])[CH3:2]. Procedure: Combine (+/-)-cis-4-tert-butyldimethylsilyloxy-2-cyclopentenol (2.50 g, 11.6 mmol, prepared in example 3) and Ni2B (8.5 mL of a 0.14M slurry in methanol, 10 mol %) in methanol (14 mL). Stir the slurry under an atmosphere of hydrogen for 18.5 hours. Then replace the hydrogen atmosphere with nitrogen, filter through diatomaceous earth and rinse the solids with methanol (50 mL). Concentrate the filtrate under vacuum (15 mmHg/40° C.) and purify the residue by Kugelrohr distillation (0.6 mmHg/60°-65°... The reactants are CS(=O)(=O)c1ccc(-n2nc(C#N)c(OC3CCNCC3)cc2=O)cc1, CCOC(C)=O, CN1CCCC1=O, CCN(C(C)C)C(C)C, Cl, CS(=O)(=O)c1ncc(OC(F)F)cn1. Product: CS(=O)(=O)c1ccc(-n2nc(C#N)c(OC3CCN(c4ncc(OC(F)F)cn4)CC3)cc2=O)cc1. As a reaction SMILES: [CH3:1][S:2](=[O:3])(=[O:4])[c:5]1[cH:6][cH:7][c:8](-[n:11]2[n:12][c:13]([C:25]#[N:26])[c:14]([O:18][CH:19]3[CH2:20][CH2:21][NH:22][CH2:23][CH2:24]3)[cH:15][c:16]2=[O:17])[cH:9][cH:10]1.[CH3:51][CH2:52][O:53][C:54]([CH3:55])=[O:56].[CH3:57][N:58]1[CH2:59][CH2:60][CH2:61][C:62]1=[O:63].[CH:28]([N:29]([CH2:30][CH3:31])[CH:32]([CH3:33])[CH3:34])([CH3:35])[CH3:36].[ClH:27].[F:37][CH:38]([O:39][c:40]1[cH:41][n:42][c:43]([S:46]([CH3:47])(=[O:48])=[O:49])[n:44][cH:45]1)[F:50]>>[CH3:1][S:2](=[O:3])(=[O:4])[c:5]1[cH:6][cH:7][c:8](-[n:11]2[n:12][c:13]([C:25]#[N:26])[c:14]([O:18][CH:19]3[CH2:20][CH2:21][N:22]([c:43]4[n:42][cH:41][c:40]([O:39][CH:38]([F:37])[F:50])[cH:45][n:44]4)[CH2:23][CH2:24]3)[cH:15][c:16]2=[O:17])[cH:9][cH:10]1.